describe an organic reaction: reactants, conditions, products, and yield From a dataset of the Open Reaction Database (ORD), a public repository of structured organic reaction records. The reactants are C(C)OC(=O)C1=CN(C2=CC=CC=C2C1=O)CC1=CC(=CC=C1)Cl (1-(3-chloro-benzyl)-4-oxo-1,4-dihydro-quinoline-3-carboxylic acid ethyl ester), [OH-].[Li+] (lithium hydroxide). Run in CO.O (methanol water). Yields the product ClC=1C=C(CN2C=C(C(C3=CC=CC=C23)=O)C(=O)O)C=CC1 (1-(3-Chloro-benzyl)-4-oxo-1,4-dihydro-quinoline-3-carboxylic acid). As a reaction SMILES: C([O:3][C:4]([C:6]1[C:15](=[O:16])[C:14]2[C:9](=[CH:10][CH:11]=[CH:12][CH:13]=2)[N:8]([CH2:17][C:18]2[CH:23]=[CH:22][CH:21]=[C:20]([Cl:24])[CH:19]=2)[CH:7]=1)=[O:5])C.[OH-].[Li+]>CO.O>[Cl:24][C:20]1[CH:19]=[C:18]([CH:23]=[CH:22][CH:21]=1)[CH2:17][N:8]1[C:9]2[C:14](=[CH:13][CH:12]=[CH:11][CH:10]=2)[C:15](=[O:16])[C:6]([C:4]([OH:5])=[O:3])=[CH:7]1 |f:1.2,3.4|. Procedure: Experimental conditions analogous to those described for Step 4 of Example 60, from 7.00 g (20.5 mmol) of 1-(3-chloro-benzyl)-4-oxo-1,4-dihydro-quinoline-3-carboxylic acid ethyl ester, 200 mL of 1:1 methanol-water mixture and 0.98 g (41.0 mmol) of lithium hydroxide with a work-up consisting only of thorough evaporation of solvents. The residue was directly taken to step 3.